This data is from the Open Reaction Database (ORD), a public repository of structured organic reaction records. The task is: describe an organic reaction: reactants, conditions, products, and yield Reactants: [N+](=O)([O-])[O-].[Na+] (sodium nitrate), NC=1C=C2C(CC3(C2=CC1)CCCC3)=O (5'-amino-spiro(cyclopentane-1,1'-indan)-3'-one), ice, Cl (hydrochloric acid), ice, Cl (hydrochloric acid). Reagents/catalysts: [Cu]Cl (copper(I)chloride). Solvent: O (water), O (water), O (water). Run at temperature 100 celsius. The product is ClC=1C=C2C(CC3(C2=CC1)CCCC3)=O (5'-chloro-spiro(cyclopentane-1,1'-indan)-3'-one). RXN SMILES: N[C:2]1[CH:3]=[C:4]2[C:8](=[CH:9][CH:10]=1)[C:7]1([CH2:14][CH2:13][CH2:12][CH2:11]1)[CH2:6][C:5]2=[O:15].[N+]([O-])([O-])=O.[Na+].[ClH:21]>O.[Cu]Cl>[Cl:21][C:2]1[CH:3]=[C:4]2[C:8](=[CH:9][CH:10]=1)[C:7]1([CH2:14][CH2:13][CH2:12][CH2:11]1)[CH2:6][C:5]2=[O:15] |f:1.2|. Reported procedure: A mixture of 5'-amino-spiro(cyclopentane-1,1'-indan)-3'-one (20.1 g; 0.1 mole), 23% hydrochloric acid (35 ml), water (76 ml) and ice (3 g) is diazotised at about +5° C. with a solution of sodium nitrate (11 g) in water (25 ml). The clear solution is added to an ice cooled solution of copper(I)chloride(15 g) in 23% hydrochloric acid (150 ml) and water (60 ml). After agitation for 2.5 hours the mixture is heated to 100° C. for a short while and is then allowed to cool. The brown precipitate is suc... Reactants: FC(C(=O)N1CC2=CC(=C(C=C2C(C1)CC1=CC(=C(C=C1)OC)OC)O)OC)(F)F ((±)-N-Trifluoroacetyl-6-hydroxy-7-methoxy-4-(3,4-dimethoxybenzyl)-1,2,3,4-tetrahydroisoquinoline), C(Cl)Cl (methylene chloride), C(Cl)Cl (methylene chloride), FC(C(=O)O)(F)F (trifluoroacetic acid), ice water, C(Cl)Cl (methylene chloride). The reagents and catalysts are O=[V].Cl.Cl.Cl (vanadium oxytrichloride), O=[V].Cl.Cl.Cl (vanadium oxytrichloride). Solvent: C(Cl)(Cl)Cl.CO (chloroform methanol). Conditions: time 30 minute. The product is FC(C(=O)N1CC2CC3=C(C4=C2C(C1)=CC(=C4O)OC)C=C(C(=C3)OC)OC)(F)F ((±)-5-trifluoroacetyl-5,6,6a,7-tetrahydro-1-hydroxy-2,9,10-trimethoxy-4H-dibenz(de,g)isoquinoline). As a reaction SMILES: [F:1][C:2]([F:30])([F:29])[C:3]([N:5]1[CH2:14][CH:13]([CH2:15][C:16]2[CH:21]=[CH:20][C:19]([O:22][CH3:23])=[C:18]([O:24][CH3:25])[CH:17]=2)[C:12]2[C:7](=[CH:8][C:9]([O:27][CH3:28])=[C:10]([OH:26])[CH:11]=2)[CH2:6]1)=[O:4].C(Cl)Cl.FC(F)(F)C(O)=O>O=[V].Cl.Cl.Cl.C(Cl)(Cl)Cl.CO>[F:30][C:2]([F:1])([F:29])[C:3]([N:5]1[CH2:6][C:7]2=[CH:8][C:9]([O:27][CH3:28])=[C:10]([OH:26])[C:11]3=[C:12]2[CH:13]([CH2:15][C:16]2[CH:17]=[C:18]([O:24][CH3:25])[C:19]([O:22][CH3:23])=[CH:20][C:21]=23)[CH2:14]1)=[O:4] |f:3.4.5.6,7.8|. Reported procedure: 15.7 g. (36.9 mMol) (±)-N-Trifluoroacetyl-6-hydroxy-7-methoxy-4-(3,4-dimethoxybenzyl)-1,2,3,4-tetrahydroisoquinoline are dissolved in 145 ml. dry methylene chloride and mixed with 145 ml. trifluoroacetic acid, while cooling with ice water and with the exclusion of moisture. A solution of 2.8 ml. (5.15 g., 29.73 mMol) vanadium oxytrichloride in 65 ml. anhydrous methylene chloride are added dropwise in the course of 10 minutes to this solution at -10° C., while stirring and in an inert gas atmosph... Starting materials: c1ccc(COc2nsnc2-c2cccnc2)cc1, CI, CC(C)=O. Product: C[n+]1cccc(-c2nsnc2OCc2ccccc2)c1, [I-]. Reaction SMILES: [CH2:3]([c:4]1[cH:5][cH:6][cH:7][cH:8][cH:9]1)[O:10][c:11]1[n:12][s:13][n:14][c:15]1-[c:16]1[cH:17][n:18][cH:19][cH:20][cH:21]1.[CH3:1][I:2].[CH3:22][C:23](=[O:24])[CH3:25]>>[CH3:1][n+:18]1[cH:17][c:16](-[c:15]2[c:11]([O:10][CH2:3][c:4]3[cH:5][cH:6][cH:7][cH:8][cH:9]3)[n:12][s:13][n:14]2)[cH:21][cH:20][cH:19]1.[I-:2]. Starting materials: BrC1=CC(=C(C(=O)OC)C=C1)CBr (methyl 4-bromo-2-bromomethylbenzoate), C(C(F)(F)F)O (trifluoroethanol), Cl (HCl), resultant mixture. Solvent: CN(C)C=O (DMF), CN(C)C=O (DMF). Conditions: temperature 0 celsius, time 30 minute. Yields the product BrC1=CC(=C(C(=O)OC)C=C1)COCC(F)(F)F (methyl 4-bromo-2-trifluoroethoxymethylbenzoate). As a reaction SMILES: [CH2:1]([OH:6])[C:2]([F:5])([F:4])[F:3].[Br:7][C:8]1[CH:17]=[CH:16][C:11]([C:12]([O:14][CH3:15])=[O:13])=[C:10]([CH2:18]Br)[CH:9]=1.Cl>CN(C=O)C>[Br:7][C:8]1[CH:17]=[CH:16][C:11]([C:12]([O:14][CH3:15])=[O:13])=[C:10]([CH2:18][O:6][CH2:1][C:2]([F:5])([F:4])[F:3])[CH:9]=1. Reported procedure: To a suspension of Nail (0.5 g of 60% dispersion in oil) in DMF (10 ml) was added trifluoroethanol (0.92 ml) and the mixture stirred for 30 minutes. After this time the mixture was cooled to 0° C. and a solution of methyl 4-bromo-2-bromomethylbenzoate (3.52 g) in DMF was added, and the resultant mixture stirred at room temperature for 1 hour. 0.5M HCl was added and the mixture extracted with ether. The organic extract was washed with water, dried (anhydrous magnesium sulphate) and filtered. The ... Reactants: C12(CC3CC(CC(C1)C3)C2)OCC2=C(N=C(N2)C2CCC=CCC2)C(=O)O (5-(adamantan-1-yloxymethyl)-2-cyclohept4-enyl-1H-imidazole4-carboxylic acid), C(C1=CC=CC=C1)OC(CC1=CC(=CC=C1)N)=O ((3-amino-phenyl)-acetic acid benzyl ester), benzyl ester, C1(CCC=CCC1)C=O (cyclohept-4-enecarboxaldehyde), C1(CCCCC1)C=O (cyclohexanecarboxaldehyde). The product is C(C1=CC=CC=C1)OC(=O)C=1N=C(NC1COC12CC3CC(CC(C1)C3)C2)C2CCC=CCC2 (5-(Adamantan-1-yloxymethyl)-2-cyclohept-4-enyl-1H-imidazole-4-carboxylic acid benzyl ester), C(C1=CC=CC=C1)OC(CC1=CC(=CC=C1)NC(=O)C=1N=C(NC1COC12CC3CC(CC(C1)C3)C2)C2CCC=CCC2)=O ((3-{[5-(adamantan-1-yloxymethyl)-2-cyclohept-4-enyl-1H-imidazole-4-carbonyl]-amino}-phenyl)-acetic acid benzyl ester). As a reaction SMILES: C1(C=O)CCC=CCC1.[CH:10]1([CH:16]=[O:17])[CH2:15][CH2:14][CH2:13][CH2:12][CH2:11]1.[C:18]12([O:28][CH2:29][C:30]3[NH:34][C:33]([CH:35]4[CH2:41][CH2:40][CH:39]=[CH:38][CH2:37][CH2:36]4)=[N:32][C:31]=3[C:42]([OH:44])=[O:43])[CH2:27][CH:22]3[CH2:23][CH:24]([CH2:26][CH:20]([CH2:21]3)[CH2:19]1)[CH2:25]2.[CH2:45]([O:52][C:53](=[O:62])[CH2:54][C:55]1[CH:60]=[CH:59][CH:58]=[C:57]([NH2:61])[CH:56]=1)[C:46]1[CH:51]=[CH:50][CH:49]=[CH:48][CH:47]=1>>[CH2:16]([O:17][C:42]([C:31]1[N:32]=[C:33]([CH:35]2[CH2:41][CH2:40][CH:39]=[CH:38][CH2:37][CH2:36]2)[NH:34][C:30]=1[CH2:29][O:28][C:18]12[CH2:25][CH:24]3[CH2:26][CH:20]([CH2:21][CH:22]([CH2:23]3)[CH2:27]1)[CH2:19]2)=[O:43])[C:10]1[CH:15]=[CH:14][CH:13]=[CH:12][CH:11]=1.[CH2:45]([O:52][C:53](=[O:62])[CH2:54][C:55]1[CH:60]=[CH:59][CH:58]=[C:57]([NH:61][C:42]([C:31]2[N:32]=[C:33]([CH:35]3[CH2:41][CH2:40][CH:39]=[CH:38][CH2:37][CH2:36]3)[NH:34][C:30]=2[CH2:29][O:28][C:18]23[CH2:27][CH:22]4[CH2:23][CH:24]([CH2:26][CH:20]([CH2:21]4)[CH2:19]2)[CH2:25]3)=[O:44])[CH:56]=1)[C:46]1[CH:47]=[CH:48][CH:49]=[CH:50][CH:51]=1. Reported procedure: 5-(Adamantan-1-yloxymethyl)-2-cyclohept-4-enyl-1H-imidazole-4-carboxylic acid benzyl ester was prepared according to the procedure of Example 216, steps a, b, c, d with the modification that cyclohept-4-enecarboxaldehyde (D. F. Murray et al. J. Org. Chem. 1986, 51, 1) was used in step d instead of cyclohexanecarboxaldehyde. The benzyl ester was hydrolysed according to the procedure of Example 211, step b and the resulting 5-(adamantan-1-yloxymethyl)-2-cyclohept4-enyl-1H-imidazole4-carboxylic aci... Reactants: OCC1=CC=C(C=C1)CCN1C(C=C(C=C1)OCC1=NC=C(C=C1)C)=O (1-[2-(4-hydroxymethyl-phenyl)-ethyl]-4-(5-methyl-pyridin-2-ylmethoxy)-1H-pyridin-2-one), P(Br)(Br)Br (phosphorus tribromide). The solvent is C(Cl)Cl.CO (DCM MeOH), C(Cl)Cl (DCM). Run at time 2 hour. Yields the product BrCC1=CC=C(C=C1)CCN1C(C=C(C=C1)OCC1=NC=C(C=C1)C)=O (1-[2-(4-Bromomethyl-phenyl)-ethyl]-4-(5-methyl-pyridin-2-ylmethoxy)-1H-pyridin-2-one). As a reaction SMILES: O[CH2:2][C:3]1[CH:8]=[CH:7][C:6]([CH2:9][CH2:10][N:11]2[CH:16]=[CH:15][C:14]([O:17][CH2:18][C:19]3[CH:24]=[CH:23][C:22]([CH3:25])=[CH:21][N:20]=3)=[CH:13][C:12]2=[O:26])=[CH:5][CH:4]=1.P(Br)(Br)[Br:28]>C(Cl)Cl.C(Cl)Cl.CO>[Br:28][CH2:2][C:3]1[CH:8]=[CH:7][C:6]([CH2:9][CH2:10][N:11]2[CH:16]=[CH:15][C:14]([O:17][CH2:18][C:19]3[CH:24]=[CH:23][C:22]([CH3:25])=[CH:21][N:20]=3)=[CH:13][C:12]2=[O:26])=[CH:5][CH:4]=1 |f:3.4|. Procedure details: To 100 mg (0.29 mmol) 1-[2-(4-hydroxymethyl-phenyl)-ethyl]-4-(5-methyl-pyridin-2-ylmethoxy)-1H-pyridin-2-one (example 13.1a) in 5.0 mL of DCM is added 21 μL (0.23 mmol) phosphorus tribromide. The mixture is stirred 2 h at RT, diluted with DCM/MeOH and extracted twice with water. The organic phase is dried over MgSO4, filtered and the solvent is evaporated to afford the product. The reactants are O (Water), C(C=C)#N (acrylonitrile), ClC1=CC=2C3=C(NC2C=C1)CCN(C3)C (8-chloro-2-methyl-2,3,4,5-tetrahydro-1H-pyrido[4,3-b]indole). The solvent is C1(=CC=CC=C1)C (toluene), C1=CC=CC=C1 (benzene), CO.ClCCl (Methanol dichloromethane). Conditions: temperature 0 celsius, time 10 minute. The product is ClC1=CC=2C3=C(N(C2C=C1)CCC#N)CCN(C3)C (3-(8-chloro-2-methyl-3,4-dihydro-1H-pyrido[4,3-b]indol-5(2H)-yl)propanenitrile). RXN SMILES: [Cl:1][C:2]1[CH:10]=[CH:9][C:8]2[NH:7][C:6]3[CH2:11][CH2:12][N:13]([CH3:15])[CH2:14][C:5]=3[C:4]=2[CH:3]=1.[C:16](#[N:19])[CH:17]=[CH2:18].O>C1C=CC=CC=1.C1(C)C=CC=CC=1.CO.ClCCl>[Cl:1][C:2]1[CH:10]=[CH:9][C:8]2[N:7]([CH2:18][CH2:17][C:16]#[N:19])[C:6]3[CH2:11][CH2:12][N:13]([CH3:15])[CH2:14][C:5]=3[C:4]=2[CH:3]=1 |f:5.6|. Reported procedure: 8-chloro-2-methyl-2,3,4,5-tetrahydro-1H-pyrido[4,3-b]indole (1.00 g, 4.5 mmol) was stirred in benzene (15 mL) and toluene (20 mL). To this solution acrylonitrile (0.5 mL, 7.5 mmol) was added. The resulting reaction mixture was stirred at 0° C. for 10 minutes. Ice cold solution of 1 ml of Triton-B® was added to it. The reaction mixture was again stirred at room temperature for 4 h. The reaction was monitored by TLC in 10% Methanol-dichloromethane. Water was added to the reaction mixture and extra... The reactants are OC1CCNCC=2C1=NC=1C=CC=CC1C2C (5-hydroxy-11-methyl-2,3,4,5-tetrahydro-1H-azepino[4,3-b]quinoline), C(C)(=O)Cl (acetyl chloride), C(C)(=O)N1CC=2C(=NC=3C=CC=CC3C2C)C(CC1)OC(C)=O (2-acetyl-5-acetoxy-2,3,4,5-tetrahydro-11-methyl-1H -azepino[4,3-b]quinoline), [OH-].[Na+] (sodium hydroxide). The yield is 79.0%. Procedure details: 2-Acetyl-5-hydroxy-11-methyl-2,3,4,5-tetrahydro-1H-azepino[4,3-b]quinoline hydrochloride was prepared from 5-hydroxy-11-methyl-2,3,4,5-tetrahydro-1H-azepino[4,3-b]quinoline and acetyl chloride analogous to Example 63, followed by hydrolysis of the intermediate 2-acetyl-5-acetoxy-2,3,4,5-tetrahydro-11-methyl-1H -azepino[4,3-b]quinoline with dilute sodium hydroxide. Product: Cl.C(C)(=O)N1CC=2C(=NC=3C=CC=CC3C2C)C(CC1)O (2-Acetyl-5-hydroxy-11-methyl-2,3,4,5-tetrahydro-1H-azepino[4,3-b]quinoline hydrochloride). RXN SMILES: OC1C2=NC3C=CC=CC=3C(C)=C2CNCC1.C([Cl:21])(=O)C.[C:22]([N:25]1[CH2:40][CH2:39][CH:38]([O:41]C(=O)C)[C:28]2=[N:29][C:30]3[CH:31]=[CH:32][CH:33]=[CH:34][C:35]=3[C:36]([CH3:37])=[C:27]2[CH2:26]1)(=[O:24])[CH3:23].[OH-].[Na+]>>[ClH:21].[C:22]([N:25]1[CH2:40][CH2:39][CH:38]([OH:41])[C:28]2=[N:29][C:30]3[CH:31]=[CH:32][CH:33]=[CH:34][C:35]=3[C:36]([CH3:37])=[C:27]2[CH2:26]1)(=[O:24])[CH3:23] |f:3.4,5.6|. Reactants: COC(C1=CC=C(C=C1)CC1=C(C=CC=C1)OCC1=CC=CC=C1)=O (4-(2-benzyloxybenzyl)benzoic acid methyl ester). Reagents/catalysts: [OH-].[Pd+2].[OH-] (palladium hydroxide). Run in CO (methanol). Conditions: time 5 hour. Yields the product COC(C1=CC=C(C=C1)CC1=C(C=CC=C1)O)=O (4-(2-Hydroxybenzyl)benzoic Acid Methyl Ester). Yield: 66.6%. Reaction SMILES: [CH3:1][O:2][C:3](=[O:25])[C:4]1[CH:9]=[CH:8][C:7]([CH2:10][C:11]2[CH:16]=[CH:15][CH:14]=[CH:13][C:12]=2[O:17]CC2C=CC=CC=2)=[CH:6][CH:5]=1>CO.[OH-].[Pd+2].[OH-]>[CH3:1][O:2][C:3](=[O:25])[C:4]1[CH:5]=[CH:6][C:7]([CH2:10][C:11]2[CH:16]=[CH:15][CH:14]=[CH:13][C:12]=2[OH:17])=[CH:8][CH:9]=1 |f:2.3.4|. Reported procedure: To a solution of 4-(2-benzyloxybenzyl)benzoic acid methyl ester (2.39 g, 7.19 mmol) in methanol (70 mL), a 20% palladium hydroxide catalyst (239 mg) was added. The mixture was stirred under a hydrogen atmosphere for five hours, and then the catalyst was filtered off. The solvent was distilled under reduced pressure to obtain the title compound (1.16 g, 96%). Reactants: C(C)O (ethanol), C(C)(=O)N1[C@@H](CCC1)CC#N (((S)-1-Acetylpyrrolidin-2-yl)acetonitrile), C(C)(=O)N1[C@@H](CCC1)CC#N (((S)-1-Acetylpyrrolidin-2-yl)acetonitrile), [H-].[Al+3].[Li+].[H-].[H-].[H-] (lithium aluminium hydride). The solvent is C1CCOC1 (THF). Run at temperature 0 celsius. Yields the product C(C)N1[C@@H](CCC1)CCN (2((S)-1-ethylpyrrolidin-2-yl)ethylamine). Isolated yield 64.2%. As a reaction SMILES: [C:1]([N:4]1[CH2:8][CH2:7][CH2:6][C@H:5]1[CH2:9][C:10]#[N:11])(=O)[CH3:2].[H-].[Al+3].[Li+].[H-].[H-].[H-].C(O)C>C1COCC1>[CH2:1]([N:4]1[CH2:8][CH2:7][CH2:6][C@H:5]1[CH2:9][CH2:10][NH2:11])[CH3:2] |f:1.2.3.4.5.6|. Procedure details: ((S)-1-Acetylpyrrolidin-2-yl)acetonitrile (Intermediate 137, 1.0 g) was added portionwise to a stirred, cooled solution of lithium aluminium hydride (0.36 g) in THF (30 mL) under an atmosphere of nitrogen while maintaining the temperature at 0° C. The mixture was allowed to warm to room temperature then heated at reflux for 2 hours. After cooling, ethanol (4 mL) was added dropwise and the resultant solid was filtered off. The filtrate was evaporated to dryness to give 2((S)-1-ethylpyrrolidin-2-y...